Task: describe an organic reaction: reactants, conditions, products, and yield. Dataset: the Open Reaction Database (ORD), a public repository of structured organic reaction records The reactants are C1=CC=CC=2C(C3=C(CCC21)C=CC=C3)CN3CCC(CC3)=O (1-[(10,11-dihydro-5H-dibenzo[a,d]cyclohepten-5-yl)methyl]-4-piperidinone), C(C)(C)(C)[Li] (tert-butyllithium), resultant solution. The solvent is C1=CC=CC=C1 (benzene), C1=CC=CC=C1 (benzene). Run at time 2 hour. Product: C(C)(C)(C)C1(CCN(CC1)CC1C2=C(CCC3=C1C=CC=C3)C=CC=C2)O (4-tert-butyl-1-[(10,11-dihydro-5H-dibenzo[a,d]cyclohepten-5-yl)-methyl]-4-piperidinol). RXN SMILES: [CH:1]1[C:11]2[CH2:10][CH2:9][C:8]3[CH:12]=[CH:13][CH:14]=[CH:15][C:7]=3[CH:6]([CH2:16][N:17]3[CH2:22][CH2:21][C:20](=[O:23])[CH2:19][CH2:18]3)[C:5]=2[CH:4]=[CH:3][CH:2]=1.[C:24]([Li])([CH3:27])([CH3:26])[CH3:25]>C1C=CC=CC=1>[C:24]([C:20]1([OH:23])[CH2:21][CH2:22][N:17]([CH2:16][CH:6]2[C:5]3[CH:4]=[CH:3][CH:2]=[CH:1][C:11]=3[CH2:10][CH2:9][C:8]3[CH:12]=[CH:13][CH:14]=[CH:15][C:7]2=3)[CH2:18][CH2:19]1)([CH3:27])([CH3:26])[CH3:25]. Procedure: Solution of 5 parts of 1-[(10,11-dihydro-5H-dibenzo[a,d]cyclohepten-5-yl)methyl]-4-piperidinone in 150 parts by volume of benzene is added dropwise over a period of 50 minutes to a stirred, cooled solution of tert-butyllithium (33.8 parts by volume of 1.9 M ethyl ether solution) in 150 parts by volume of benzene under a nitrogen atmosphere. The resultant solution is stirred at ambient temperature for about 1 hour and quenched with the addition of 100 parts by volume of 10% ammonium chloride. The... Run at time 8 hour. Solvent: C(C)O (ethanol). Product: Cl.CN(S(=O)(=O)NC1=CC=C(C=C1)C(CN)=O)C (N,N-Dimethyl-N'-(4-glycylphenyl)sulfamide Hydrochloride). Procedure details: N-[4-(Bromoacetyl)phenyl]-N', N'-dimethylsulfamide (32 g., 0.10 mole) is added dropwise to a chloroform solution of hexamethylenetetramine (21.0 g., 0.15 mole) and the mixture is stirred overnight to give 42.6 g. of the complex. This is hydrolyzed by heating 0.5 hr. with 40 ml. conc. HCl and 500 ml. abs. ethanol. The mixture is cooled and the insoluble ammonium chloride is removed. The solution is concentrated in vacuo and the residue is triturated with isopropanol to give 27.3 g. of intermediat... Reactants: BrCC(=O)C1=CC=C(C=C1)NS(=O)(=O)N(C)C (N-[4-(Bromoacetyl)phenyl]-N', N'-dimethylsulfamide), C(Cl)(Cl)Cl (chloroform), C1N2CN3CN1CN(C2)C3 (hexamethylenetetramine), Cl (HCl). As a reaction SMILES: Br[CH2:2][C:3]([C:5]1[CH:10]=[CH:9][C:8]([NH:11][S:12]([N:15]([CH3:17])[CH3:16])(=[O:14])=[O:13])=[CH:7][CH:6]=1)=[O:4].C(Cl)(Cl)[Cl:19].C1N2CN3CN(C2)C[N:23]1C3.Cl>C(O)C>[ClH:19].[CH3:16][N:15]([CH3:17])[S:12]([NH:11][C:8]1[CH:9]=[CH:10][C:5]([C:3](=[O:4])[CH2:2][NH2:23])=[CH:6][CH:7]=1)(=[O:14])=[O:13] |f:5.6|. Starting materials: [Al+3], CN(C)C(=O)Cl, CC(C)c1cc2ccccn2n1, [Cl-], [Cl-], [Cl-], O=[N+]([O-])c1ccccc1. Product: CC(C)c1nn2ccccc2c1C(=O)N(C)C. As a reaction SMILES: [Al+3:20].[CH3:13][N:14]([C:15](=[O:16])[Cl:17])[CH3:18].[CH:1]([CH3:2])([CH3:3])[c:4]1[n:5][n:6]2[c:7]([cH:8][cH:9][cH:10][cH:11]2)[cH:12]1.[Cl-:19].[Cl-:21].[Cl-:22].[O-:23][N+:24]([c:25]1[cH:26][cH:27][cH:28][cH:29][cH:30]1)=[O:31]>>[CH:1]([CH3:2])([CH3:3])[c:4]1[n:5][n:6]2[c:7]([cH:8][cH:9][cH:10][cH:11]2)[c:12]1[C:15]([N:14]([CH3:13])[CH3:18])=[O:16].